This data is from the Open Reaction Database (ORD), a public repository of structured organic reaction records. The task is: describe an organic reaction: reactants, conditions, products, and yield Reactants: OC1(C2C(C(CC1CN1C(NC(C1=O)(CC1=CC=NC=C1)CC1=CC=NC=C1)=CC(=O)C1=CC=C(C#N)C=C1)C2)(C)C)CO (4-{[1-(2-Hydroxy-2-hydroxymethyl-6,6-dimethyl-bicyclo[3.1.1]hept-3-ylmethyl)-5-oxo-4,4-bis-pyridin-4-ylmethyl-imidazolidin-2-ylidene]-acetyl}-benzonitrile), I(=O)(=O)(=O)[O-].[Na+] (sodium periodate), C(=O)(O)[O-].[Na+] (NaHCO3). The solvent is Cl (HCl). Conditions: time 16 hour. Yields the product CC1(C2CC(C(C1C2)=O)CN2C(NC(C2=O)(CC2=CC=NC=C2)CC2=CC=NC=C2)=CC(=O)C2=CC=C(C#N)C=C2)C (4-{[1-(6,6-Dimethyl-2-oxo-bicyclo[3.1.1] hept-3-ylmethyl)-5-oxo-4,4-bis-pyridin-4-ylmethyl-imidazolidin-2-ylidene]-acetyl}-benzonitrile). Isolated yield 64.7%. As a reaction SMILES: [OH:1][C:2]1(CO)[CH:7]([CH2:8][N:9]2[C:13](=[O:14])[C:12]([CH2:22][C:23]3[CH:28]=[CH:27][N:26]=[CH:25][CH:24]=3)([CH2:15][C:16]3[CH:21]=[CH:20][N:19]=[CH:18][CH:17]=3)[NH:11][C:10]2=[CH:29][C:30]([C:32]2[CH:39]=[CH:38][C:35]([C:36]#[N:37])=[CH:34][CH:33]=2)=[O:31])[CH2:6][CH:5]2[CH2:40][CH:3]1[C:4]2([CH3:42])[CH3:41].I([O-])(=O)(=O)=O.[Na+].C([O-])(O)=O.[Na+]>Cl>[CH3:41][C:4]1([CH3:42])[CH:3]2[CH2:40][CH:5]1[CH2:6][CH:7]([CH2:8][N:9]1[C:13](=[O:14])[C:12]([CH2:22][C:23]3[CH:28]=[CH:27][N:26]=[CH:25][CH:24]=3)([CH2:15][C:16]3[CH:21]=[CH:20][N:19]=[CH:18][CH:17]=3)[NH:11][C:10]1=[CH:29][C:30]([C:32]1[CH:33]=[CH:34][C:35]([C:36]#[N:37])=[CH:38][CH:39]=1)=[O:31])[C:2]2=[O:1] |f:1.2,3.4|. Procedure details: 4-{[1-(2-Hydroxy-2-hydroxymethyl-6,6-dimethyl-bicyclo[3.1.1]hept-3-ylmethyl)-5-oxo-4,4-bis-pyridin-4-ylmethyl-imidazolidin-2-ylidene]-acetyl}-benzonitrile (540 mg, 0.914 mmol), as prepared in example 48, was dissolved in 0.1 N HCl (5 ml). To this solution was added sodium periodate (235 mg, 1.10 mmol). After stirring at ambient temperature for 16 hours, the pH of the reaction was adjusted to 8 using NaHCO3. The reaction was then partitioned between CH2Cl2 and saturated NaHCO3. The CH2Cl2 was dri... The reactants are [N+](=O)([O-])[O-].[Na+] (sodium nitrate), [ 0012 ], [ 0031 ], [O-][Si](=O)[O-].[Na+].[Na+] (sodium water glass). Product: [Si]([O-])([O-])([O-])[O-].[Na+].[Na+].[Na+].[Na+] (sodium silicate). RXN SMILES: [O-:1][Si:2]([O-:4])=[O:3].[Na+:5].[Na+].[N+]([O-])([O-])=[O:8].[Na+]>>[Si:2]([O-:8])([O-:4])([O-:1])[O-:3].[Na+:5].[Na+:5].[Na+:5].[Na+:5] |f:0.1.2,3.4,5.6.7.8.9|. Procedure: An aqueous solution (c-2) of silica particles was prepared in accordance the paragraphs [0012] to [0031] of the description of JP 06-16414 A. To be specific, sodium water glass JIS No. 3 was dissolved in an aqueous sodium nitrate solution, thereby producing an aqueous sodium silicate solution. The aqueous sodium silicate solution was passed through a hydrogen-type cation exchange resin column, a hydroxyl group-type anion exchange resin column, and again, the hydrogen-type cation exchange resin c...